Dataset: the Open Reaction Database (ORD), a public repository of structured organic reaction records. Task: describe an organic reaction: reactants, conditions, products, and yield Procedure: A solution of 3-[2-(benzoxazol-2-yl)ethyl]-5-ethyl-6-benzyloxymethyl-2(1H)-pyridinone (198 mg, 0.51 mmol) in dry methylene chloride (6 mL) was cooled in an ice/acetone bath and 1M boron tribromide/hexane (1.5 mL, 1.5 mmol) was added dropwise to give a white precipitate. This suspension was stirred for one hour and then the reaction was quenched by addition of saturated aqueous NaHCO3 (10 mL). After stirring for 0.5 hours, the product was extracted into CH2Cl2, dried, filtered and the solvent eva... Conditions: time 1 hour. Reactants: B(Br)(Br)Br.CCCCCC (boron tribromide hexane), O1C(=NC2=C1C=CC=C2)CCC=2C(NC(=C(C2)CC)COCC2=CC=CC=C2)=O (3-[2-(benzoxazol-2-yl)ethyl]-5-ethyl-6-benzyloxymethyl-2(1H)-pyridinone), C(C)OCC (diethyl ether). The product is O1C(=NC2=C1C=CC=C2)CCC=2C(NC(=C(C2)CC)CO)=O (3-[2-(benzoxazol-2-yl)ethyl]-5-ethyl-6-hydroxymethyl-2(1H)-pyridinone). Reaction SMILES: [O:1]1[C:5]2[CH:6]=[CH:7][CH:8]=[CH:9][C:4]=2[N:3]=[C:2]1[CH2:10][CH2:11][C:12]1[C:13](=[O:29])[NH:14][C:15]([CH2:20][O:21]CC2C=CC=CC=2)=[C:16]([CH2:18][CH3:19])[CH:17]=1.B(Br)(Br)Br.CCCCCC.C(OCC)C>C(Cl)Cl>[O:1]1[C:5]2[CH:6]=[CH:7][CH:8]=[CH:9][C:4]=2[N:3]=[C:2]1[CH2:10][CH2:11][C:12]1[C:13](=[O:29])[NH:14][C:15]([CH2:20][OH:21])=[C:16]([CH2:18][CH3:19])[CH:17]=1 |f:1.2|. The solvent is C(Cl)Cl (methylene chloride). Starting materials: N(=CC=1C=CC=CC1C)N(C)C. Reagents/catalysts: N=1C=CC=CC1C=NN(CC=2C=CC=CC2)CC=3C=CC=CC3, O1B(OC(C)(C)C1(C)C)B2OC(C)(C)C(O2)(C)C, O1BOC(C)(C)C1(C)C, C[OH2+].C[OH2+].C1CC=CCCC=C1.C1CC=CCCC=C1.[Ir].[Ir]. Run in O1CCCC1. Conditions: temperature 80 celsius, time 24 hour. Product: N(=CC=1C(=CC=CC1C)B2OC(C)(C)C(O2)(C)C)N(C)C. Yield: 88.0%. Procedure: Following the general procedure, column chromatography in neutral alumina (EtOAc/n-hexane 1:10) afforded 11b (127 mg, 88 %) as a yellow oil. The product is CN(C)CCNC(=O)c1ccccc1-c1cccc(CSCCOc2ccccc2)c1. The reactants are C1CCOC1, CN(C)CCCNC(=O)c1cccc(-c2ccc(CSCCOc3ccccc3)cc2)c1, CN(C)CCN, O=C(O)c1ccccc1-c1cccc(CSCCOc2ccccc2)c1. As a reaction SMILES: [CH2:65]1[O:66][CH2:67][CH2:68][CH2:69]1.[CH3:1][N:2]([CH3:3])[CH2:4][CH2:5][CH2:6][NH:7][C:8]([c:9]1[cH:10][c:11](-[c:12]2[cH:13][cH:14][c:15]([CH2:16][S:17][CH2:18][CH2:19][O:20][c:21]3[cH:22][cH:23][cH:24][cH:25][cH:26]3)[cH:27][cH:28]2)[cH:29][cH:30][cH:31]1)=[O:32].[CH3:59][N:60]([CH2:61][CH2:62][NH2:63])[CH3:64].[O:33]([c:34]1[cH:35][cH:36][cH:37][cH:38][cH:39]1)[CH2:40][CH2:41][S:42][CH2:43][c:44]1[cH:45][c:46](-[c:50]2[c:51]([C:56](=[O:57])[OH:58])[cH:52][cH:53][cH:54][cH:55]2)[cH:47][cH:48][cH:49]1>>[O:33]([c:34]1[cH:35][cH:36][cH:37][cH:38][cH:39]1)[CH2:40][CH2:41][S:42][CH2:43][c:44]1[cH:45][c:46](-[c:50]2[c:51]([C:56](=[O:58])[NH:63][CH2:62][CH2:61][N:60]([CH3:59])[CH3:64])[cH:52][cH:53][cH:54][cH:55]2)[cH:47][cH:48][cH:49]1. RXN SMILES: C([OH:5])CCC.C(O)(=O)C.O.C1C=C2C(C(O)(O)C(=O)C2=CC=1)=O.[NH2:24][C@@H:25]([C:33](N1CCC[C@H]1C(N[C@H](C(CCl)=O)CCCNC(=N)N)=O)=[O:34])[CH2:26][C:27]1[CH:32]=[CH:31][CH:30]=[CH:29][CH:28]=1>Cl>[NH2:24][C@H:25]([C:33]([OH:34])=[O:5])[CH2:26][C:27]1[CH:28]=[CH:29][CH:30]=[CH:31][CH:32]=1 |f:0.1.2|. Procedure details: Thin layer chromatography on silica gel plates (Merck) with butanol:acetic acid:water (4:1:1) indicated a single spot, Rf 0.37, by uv and by ninhydrin and Sakaguchi stains. Amino acid analysis of the D-Phe-Pro-ArgCH2Cl. 2HCl following hydrolysis in 2 ml of 6.0 N HCl for 24 hr. at 110° C. gave Phe=0.98 and Pro=1.00. Starting materials: C(CCC)O.C(C)(=O)O.O (butanol acetic acid water), N[C@H](CC1=CC=CC=C1)C(=O)N1[C@H](C(=O)N[C@@H](CCCNC(N)=N)C(=O)CCl)CCC1 (D-Phe-Pro-ArgCH2Cl), C1=CC=C2C(=C1)C(=O)C(C2=O)(O)O (ninhydrin), Amino acid. Product: N[C@@H](CC1=CC=CC=C1)C(=O)O (Phe). Run in Cl (HCl). Starting materials: FC1=C(C=C(C#N)C=C1)OC (4-fluoro-3-methoxybenzonitrile), ClC1=C(C=CC(=C1)Cl)O (2,4-dichlorophenol), C([O-])([O-])=O.[Cs+].[Cs+] (caesium carbonate). Run in CN(C=O)C (dimethylformamide), C(C)OCC (diethylether). Reaction conditions: time 22 hour. Product: ClC1=C(OC2=C(C=C(C#N)C=C2)OC)C=CC(=C1)Cl (4-(2,4-dichlorophenoxy)-3-methoxybenzonitrile). Reaction SMILES: F[C:2]1[CH:9]=[CH:8][C:5]([C:6]#[N:7])=[CH:4][C:3]=1[O:10][CH3:11].[Cl:12][C:13]1[CH:18]=[C:17]([Cl:19])[CH:16]=[CH:15][C:14]=1[OH:20].C(=O)([O-])[O-].[Cs+].[Cs+]>CN(C)C=O.C(OCC)C>[Cl:12][C:13]1[CH:18]=[C:17]([Cl:19])[CH:16]=[CH:15][C:14]=1[O:20][C:2]1[CH:9]=[CH:8][C:5]([C:6]#[N:7])=[CH:4][C:3]=1[O:10][CH3:11] |f:2.3.4|. Procedure details: 30.8 g of 4-fluoro-3-methoxybenzonitrile, 39.1 g of 2,4-dichlorophenol and 78.2 g of caesium carbonate are dissolved in 180 ml of dimethylformamide and stirred at 120° for 22 h. After cooling, the solution is diluted with diethylether, washed with water, an 1N aqueous solution of sodium hydroxide, an 1N aqueous solution of hydrogen chloride and finally with brine. The organic phase is dried over magnesium sulfate and evaporated to yield 4-(2,4-dichlorophenoxy)-3-methoxybenzonitrile. Reactants: CN(C)C(C(C)(C)C)O (N,N-dimethylamino-2,2-dimethylpropanol), C=C1CC(=O)O1 (diketene), C(C)OCC (diethyl ether). Solvent: C1=CC=CC=C1 (benzene). Conditions: temperature 70 celsius. Product: C(CC(=O)C)(=O)OCC(CN(C)C)(C)C (3-(N,N-dimethylamino)-2,2-dimethylpropyl acetoacetate). RXN SMILES: [CH3:1][N:2]([CH:4](O)[C:5]([CH3:8])([CH3:7])[CH3:6])[CH3:3].[CH2:10]=[C:11]1[O:15][C:13](=[O:14])[CH2:12]1.C([O:18]CC)C>C1C=CC=CC=1>[C:13]([O:14][CH2:6][C:5]([CH3:8])([CH3:7])[CH2:4][N:2]([CH3:3])[CH3:1])(=[O:18])[CH2:12][C:11]([CH3:10])=[O:15]. Reported procedure: To a solution of 1.71 g of 3-(N,N-dimethylamino-2,2-dimethylpropanol (Reference: M. S. Newman et al; Journal of Medicinal chemistry, vol 15, p1003 (1972)) in 2 ml of benzene was added dropwise 1.16 g of diketene with stirring at 70° C. The mixture was stirred at 70° C. for additional 1.5 hr. Solvent was distilled off in cacuo to leave a yellowish oil. The residue was dissolved in diethyl ether and then extracted with an aqueous 2N-hydrochloric acid solution. The extracts were made alkaline with ... Reactants: NC(C)(C)C1=NC(=C(C(=N1)C(=O)NCC1=C(C=C(C=C1)F)S(=O)(=O)C)O)O (2-(1-amino-1-methylethyl)-N-[4-fluoro-2-(methylsulfonyl)benzyl]-5,6-dihydroxypyrimidine-4-carboxamide), C(#N)[BH3-].[Na+] (sodium cyanoborohydride), C=O (formaldehyde), C=O (formaldehyde). Reagents/catalysts: C(C)(=O)O (acetic acid). Run in C(OC)(OC)OC (trimethyl orthoformate). Conditions: time 1 hour. Yields the product FC1=CC(=C(CNC(=O)C=2N=C3N(C(C2O)=O)CN(C3(C)C)C)C=C1)S(=O)(=O)C (N-[4-fluoro-2-(methylsulfonyl)benzyl]-3-hydroxy-7,8,8-trimethyl-4-oxo-4,6,7,8-tetrahydroimidazo[1,5-a]pyrimidine-2-carboxamide). RXN SMILES: N[C:2]([C:5]1[N:10]=[C:9]([C:11]([NH:13][CH2:14][C:15]2[CH:20]=[CH:19][C:18]([F:21])=[CH:17][C:16]=2[S:22]([CH3:25])(=[O:24])=[O:23])=[O:12])[C:8]([OH:26])=[C:7]([OH:27])[N:6]=1)([CH3:4])[CH3:3].[CH2:28]=O.[C:30]([BH3-])#[N:31].[Na+]>C(OC)(OC)OC.C(O)(=O)C>[F:21][C:18]1[CH:19]=[CH:20][C:15]([CH2:14][NH:13][C:11]([C:9]2[N:10]=[C:5]3[C:2]([CH3:3])([CH3:4])[N:31]([CH3:30])[CH2:28][N:6]3[C:7](=[O:27])[C:8]=2[OH:26])=[O:12])=[C:16]([S:22]([CH3:25])(=[O:23])=[O:24])[CH:17]=1 |f:2.3|. Procedure details: 2-(1-amino-1-methylethyl)-N-[4-fluoro-2-(methylsulfonyl)benzyl]-5,6-dihydroxypyrimidine-4-carboxamide (prepared as described in WO2003035076 A1) was taken in trimethyl orthoformate and treated with 1.1 eq. of formaldehyde. The mixture was aged at room temperature for 1 hour, and then an additional equivalent of formaldehyde was added, followed by 1.5 eq. of sodium cyanoborohydride and a few drops of acetic acid. Stirring was continued for one hour more, and the mixture was purified by RP HPLC (C...